Dataset: the Open Reaction Database (ORD), a public repository of structured organic reaction records. Task: describe an organic reaction: reactants, conditions, products, and yield Reactants: CI, CN(C)C=O, Cn1nc(NC(=O)Cc2ccccc2)c(-c2ccncc2)c1-c1ccc(F)cc1, [H-], [Na+]. Product: CN(C(=O)Cc1ccccc1)c1nn(C)c(-c2ccc(F)cc2)c1-c1ccncc1. RXN SMILES: [CH3:32][I:33].[CH3:34][N:35]([CH3:36])[CH:37]=[O:38].[F:3][c:4]1[cH:5][cH:6][c:7](-[c:10]2[c:11](-[c:26]3[cH:27][cH:28][n:29][cH:30][cH:31]3)[c:12]([NH:16][C:17]([CH2:18][c:19]3[cH:20][cH:21][cH:22][cH:23][cH:24]3)=[O:25])[n:13][n:14]2[CH3:15])[cH:8][cH:9]1.[H-:1].[Na+:2]>>[F:3][c:4]1[cH:5][cH:6][c:7](-[c:10]2[c:11](-[c:26]3[cH:27][cH:28][n:29][cH:30][cH:31]3)[c:12]([N:16]([C:17]([CH2:18][c:19]3[cH:20][cH:21][cH:22][cH:23][cH:24]3)=[O:25])[CH3:32])[n:13][n:14]2[CH3:15])[cH:8][cH:9]1. Reactants: O=C1CCc2cc(Br)ccc21, Cc1ccccc1, Cc1cccc(C)c1B(O)O, CO, CCOC(C)=O, [Na+], [Na+], O=C([O-])[O-], O, c1ccc(P(c2ccccc2)(c2ccccc2)[Pd](P(c2ccccc2)(c2ccccc2)c2ccccc2)(P(c2ccccc2)(c2ccccc2)c2ccccc2)P(c2ccccc2)(c2ccccc2)c2ccccc2)cc1. Product: Cc1cccc(C)c1-c1ccc2c(c1)CCC2=O. Reaction SMILES: [Br:1][c:2]1[cH:3][c:4]2[c:8]([cH:9][cH:10]1)[C:7](=[O:11])[CH2:6][CH2:5]2.[CH3:114][c:115]1[cH:116][cH:117][cH:118][cH:119][cH:120]1.[CH3:12][c:13]1[c:14]([B:20]([OH:21])[OH:22])[c:15]([CH3:19])[cH:16][cH:17][cH:18]1.[CH3:29][OH:30].[CH3:31][CH2:32][O:33][C:34](=[O:35])[CH3:36].[Na+:23].[Na+:24].[O-:25][C:26](=[O:27])[O-:28].[OH2:121].[cH:37]1[cH:38][cH:39][c:40]([P:41]([Pd:42]([P:43]([c:44]2[cH:45][cH:46][cH:47][cH:48][cH:49]2)([c:50]2[cH:51][cH:52][cH:53][cH:54][cH:55]2)[c:56]2[cH:57][cH:58][cH:59][cH:60][cH:61]2)([P:62]([c:63]2[cH:64][cH:65][cH:66][cH:67][cH:68]2)([c:69]2[cH:70][cH:71][cH:72][cH:73][cH:74]2)[c:75]2[cH:76][cH:77][cH:78][cH:79][cH:80]2)[P:81]([c:82]2[cH:83][cH:84][cH:85][cH:86][cH:87]2)([c:88]2[cH:89][cH:90][cH:91][cH:92][cH:93]2)[c:94]2[cH:95][cH:96][cH:97][cH:98][cH:99]2)([c:100]2[cH:101][cH:102][cH:103][cH:104][cH:105]2)[c:106]2[cH:107][cH:108][cH:109][cH:110][cH:111]2)[cH:112][cH:113]1>>[c:2]1(-[c:14]2[c:13]([CH3:12])[cH:18][cH:17][cH:16][c:15]2[CH3:19])[cH:3][c:4]2[c:8]([cH:9][cH:10]1)[C:7](=[O:11])[CH2:6][CH2:5]2. The reactants are OC(C(=O)NCCC(=O)OCCCNC(CCCCCCC\C=C/CCCCCCCC)=O)C(CO)(C)C (3-(N-Oleoylamino)propyl 3-[N-(2,4-dihydroxy-3,3-dimethyl-1-oxobutyl)amino]propionate), C(C1=CC=CC=C1)(=O)Cl (benzoyl chloride). The product is C(C1=CC=CC=C1)OC(CNCCC(=O)OCCCNC(CCCCCCC\C=C/CCCCCCCC)=O)C(C(=O)OCC1=CC=CC=C1)(C)C (3-(N-Oleoylamino]propyl 3-[N-(2,4-dibenzyloxy-3,3-dimethyl-4-oxobutyl)amino]propionate). Yield: 72.2%. RXN SMILES: [OH:1][CH:2]([C:34]([CH3:38])([CH3:37])[CH2:35][OH:36])[C:3]([NH:5][CH2:6][CH2:7][C:8]([O:10][CH2:11][CH2:12][CH2:13][NH:14][C:15](=[O:33])[CH2:16][CH2:17][CH2:18][CH2:19][CH2:20][CH2:21][CH2:22]/[CH:23]=[CH:24]\[CH2:25][CH2:26][CH2:27][CH2:28][CH2:29][CH2:30][CH2:31][CH3:32])=[O:9])=O.[C:39](Cl)(=[O:46])[C:40]1[CH:45]=[CH:44][CH:43]=[CH:42][CH:41]=1>>[CH2:39]([O:1][CH:2]([C:34]([CH3:38])([CH3:37])[C:35]([O:46][CH2:39][C:40]1[CH:45]=[CH:44][CH:43]=[CH:42][CH:41]=1)=[O:36])[CH2:3][NH:5][CH2:6][CH2:7][C:8]([O:10][CH2:11][CH2:12][CH2:13][NH:14][C:15](=[O:33])[CH2:16][CH2:17][CH2:18][CH2:19][CH2:20][CH2:21][CH2:22]/[CH:23]=[CH:24]\[CH2:25][CH2:26][CH2:27][CH2:28][CH2:29][CH2:30][CH2:31][CH3:32])=[O:9])[C:40]1[CH:45]=[CH:44][CH:43]=[CH:42][CH:41]=1. Procedure: 3-(N-Oleoylamino)propyl 3-[N-(2,4-dihydroxy-3,3-dimethyl-1-oxobutyl)amino]propionate (270 mg) and 281 mg of benzoyl chloride were reacted in the same manner as in Example 36 to obtain 260 mg of the title compound (yield: 69%). Reactants: BrC1=CC(=C(C(=O)O)C=C1)C (4-Bromo-2-methylbenzoic acid), C(C)OC(CC1=CC(=CC=C1)N)=O ((3-Amino-phenyl)-acetic acid ethyl ester). The product is C(C)OC(CC1=CC(=CC=C1)NC(C1=C(C=C(C=C1)Br)C)=O)=O ([3-(4-Bromo-2-methyl-benzoylamino)-phenyl]-acetic acid ethyl ester). Reaction SMILES: [Br:1][C:2]1[CH:10]=[CH:9][C:5]([C:6]([OH:8])=O)=[C:4]([CH3:11])[CH:3]=1.[CH2:12]([O:14][C:15](=[O:24])[CH2:16][C:17]1[CH:22]=[CH:21][CH:20]=[C:19]([NH2:23])[CH:18]=1)[CH3:13]>>[CH2:12]([O:14][C:15](=[O:24])[CH2:16][C:17]1[CH:22]=[CH:21][CH:20]=[C:19]([NH:23][C:6](=[O:8])[C:5]2[CH:9]=[CH:10][C:2]([Br:1])=[CH:3][C:4]=2[CH3:11])[CH:18]=1)[CH3:13]. Procedure details: 4-Bromo-2-methylbenzoic acid (120 mg, 0.56 mmol) was coupled with ethyl ester (6) (100 mg, 0.56 mmol) following Method C to give the title compound Starting materials: C(C)(C)(CC)N1N=C2C(NC3(CC2=C1)CCNCC3)=O (2′-tert-pentyl-4′,6′-dihydrospiro[piperidine-4,5′-pyrazolo[3,4-c]pyridin]-7′(2′H)-one), BrC1=NN(C=C1CO)C1CCC1 ((3-bromo-1-cyclobutyl-1H-pyrazol-4-yl)methanol). The product is C1(CCC1)N1N=C2C(NC3(CC2=C1)CCNCC3)=O (2′-cyclobutyl-4′,6′-dihydrospiro[piperidine-4,5′-pyrazolo[3,4-c]pyridin]-7′(2′H)-one). As a reaction SMILES: [C:1]([N:6]1[CH:14]=[C:13]2[C:8]([C:9](=[O:20])[NH:10][C:11]3([CH2:19][CH2:18][NH:17][CH2:16][CH2:15]3)[CH2:12]2)=[N:7]1)([CH2:4][CH3:5])([CH3:3])C.BrC1C(CO)=CN(C2CCC2)N=1>>[CH:1]1([N:6]2[CH:14]=[C:13]3[C:8]([C:9](=[O:20])[NH:10][C:11]4([CH2:15][CH2:16][NH:17][CH2:18][CH2:19]4)[CH2:12]3)=[N:7]2)[CH2:4][CH2:5][CH2:3]1. Reported procedure: The title compound was prepared by a method analogous to that described for Intermediate 5, Steps 3-5, using (3-bromo-1-cyclobutyl-1H-pyrazol-4-yl)methanol. +ESI (M+H) 261.3; 1H NMR (400 MHz, CD3OD, 6): 7.62 (s, 1H), 4.84-4.92 (m, 1H), 3.21-3.36 (m, 4H), 2.93 (s, 2H), 2.50-2.63 (m, 2H), 2.40-2.50 (m, 2H), 1.82-2.05 (m, 6H). The reactants are CS(C)=O, CCOC(=O)C(C(=O)OCC)C(=O)c1cccnc1Cl, Cl, O. The product is CC(=O)c1cccnc1Cl. Reaction SMILES: [CH3:23][S:24]([CH3:25])=[O:26].[Cl:2][c:3]1[c:4]([C:5](=[O:6])[CH:7]([C:8]([O:9][CH2:10][CH3:11])=[O:12])[C:13]([O:14][CH2:15][CH3:16])=[O:17])[cH:18][cH:19][cH:20][n:21]1.[ClH:22].[OH2:1]>>[Cl:2][c:3]1[c:4]([C:5](=[O:6])[CH3:7])[cH:18][cH:19][cH:20][n:21]1.